This data is from the Open Reaction Database (ORD), a public repository of structured organic reaction records. The task is: describe an organic reaction: reactants, conditions, products, and yield Run in C(C)OCC (diethyl ether), C(C)(=O)OCC (ethyl acetate), CC(C)O (propan-2-ol). Reported procedure: 7.2 g (15 mMole) 1-Benzyl-2-hydroxymethoxy-5octadecyloxy-4(1H)-pyridone are dissolved in 110 mL anhydrous dimethylformamide at 70° C. and mixed portionwise with 0.60 g (20 mMole) sodium hydride (80% in paraffin oil). After subsequently stirring for 1.5 hours at 70 to 80° C., a solution of 3.3 g (27.15 mMole) 3-dimethylaminopropyl chloride in 20 mL anhydrous dimethylformamide is added dropwise thereto. The reaction mixture is then stirred for 2 hours at 70° C. Thereafter, the solution is evaporat... Reaction SMILES: [CH2:1]([N:8]1[CH:13]=[C:12]([O:14][CH2:15][CH2:16][CH2:17][CH2:18][CH2:19][CH2:20][CH2:21][CH2:22][CH2:23][CH2:24][CH2:25][CH2:26][CH2:27][CH2:28][CH2:29][CH2:30][CH2:31][CH3:32])[C:11](=[O:33])[CH:10]=[C:9]1OCO)[C:2]1[CH:7]=[CH:6][CH:5]=[CH:4][CH:3]=1.[H-].[Na+].[CH3:39][N:40]([CH3:45])[CH2:41][CH2:42][CH2:43][Cl:44].[ClH:46].O.CN(C)[CH:50]=[O:51]>C(OCC)(=O)C.CC(O)C.C(OCC)C>[ClH:44].[ClH:46].[CH2:1]([N:8]1[CH:13]=[C:12]([O:14][CH2:15][CH2:16][CH2:17][CH2:18][CH2:19][CH2:20][CH2:21][CH2:22][CH2:23][CH2:24][CH2:25][CH2:26][CH2:27][CH2:28][CH2:29][CH2:30][CH2:31][CH3:32])[C:11](=[O:33])[CH:10]=[C:9]1[CH2:50][O:51][CH2:43][CH2:42][CH2:41][N:40]([CH3:45])[CH3:39])[C:2]1[CH:3]=[CH:4][CH:5]=[CH:6][CH:7]=1 |f:1.2,10.11.12|. Yields the product Cl.Cl.C(C1=CC=CC=C1)N1C(=CC(C(=C1)OCCCCCCCCCCCCCCCCCC)=O)COCCCN(C)C (1-Benzyl-2-(3-dimethylaminopropoxymethyl)-5-octadecyloxy-4(1H)-pyridone dihydrochloride). Conditions: temperature 75 celsius, time 1.5 hour. The reactants are CN(CCCCl)C (3-dimethylaminopropyl chloride), CN(C=O)C (dimethylformamide), O (water), C(C1=CC=CC=C1)N1C(=CC(C(=C1)OCCCCCCCCCCCCCCCCCC)=O)OCO (1-Benzyl-2-hydroxymethoxy-5octadecyloxy-4(1H)-pyridone), CN(C=O)C (dimethylformamide), Cl (hydrogen chloride), [H-].[Na+] (sodium hydride). The reactants are BrBr (bromine), CC(C)(C)C1=CC=C(C=C1)C(CC1=CC=NC=C1)=O (1-[4-(1,1-Dimethylethyl)phenyl]-2-(4-pyridyl)ethanone), O (water). The solvent is C(C)(=O)O (acetic acid). Run at temperature 80 celsius, time 3 hour. Product: Br.BrC(C(=O)C1=CC=C(C=C1)C(C)(C)C)C1=CC=NC=C1 (2-bromo-1-[4-(1,1-dimethylethyl)phenyl]-2-(4-pyridyl)ethanone hydrobromide). Isolated yield 119.2%. Reaction SMILES: [CH3:1][C:2]([C:5]1[CH:10]=[CH:9][C:8]([C:11](=[O:19])[CH2:12][C:13]2[CH:18]=[CH:17][N:16]=[CH:15][CH:14]=2)=[CH:7][CH:6]=1)([CH3:4])[CH3:3].[Br:20]Br.O>C(O)(=O)C>[BrH:20].[Br:20][CH:12]([C:13]1[CH:18]=[CH:17][N:16]=[CH:15][CH:14]=1)[C:11]([C:8]1[CH:9]=[CH:10][C:5]([C:2]([CH3:1])([CH3:3])[CH3:4])=[CH:6][CH:7]=1)=[O:19] |f:4.5|. Reported procedure: 1-[4-(1,1-Dimethylethyl)phenyl]-2-(4-pyridyl)ethanone (10 g, 39 mmol) was dissolved in acetic acid (40 mL) and bromine (2.0 mL, 39 mmol) was added. The mixture was stirred at 80° C. for 3 h. The reaction mixture was cooled with iced water and the precipitated crude crystals were collected by filtration. The crude crystals were washed with ethyl acetate to give the title compound (9.6 g, yield 81%). Reactants: C(C)OC(=O)C=1C(=NOC1)C(F)(F)F (3-Trifluoromethyl-isoxazole-4-carboxylic acid ethyl ester), Cl (hydrochloric acid), O (water). Reaction SMILES: C([O:3][C:4]([C:6]1[C:7]([C:11]([F:14])([F:13])[F:12])=[N:8][O:9][CH:10]=1)=[O:5])C.Cl.O>C(O)(=O)C>[F:14][C:11]([F:12])([F:13])[C:7]1[C:6]([C:4]([OH:5])=[O:3])=[CH:10][O:9][N:8]=1. Reaction conditions: temperature 70 celsius, time 2 hour. The product is FC(C1=NOC=C1C(=O)O)(F)F (3-Trifluoromethyl-isoxazole-4-carboxylic acid). Run in C(C)(=O)O (acetic acid). Yield: 8.1%. Procedure: 3-Trifluoromethyl-isoxazole-4-carboxylic acid ethyl ester (Preparation 47, 1.00 g, 4.78 mmol), glacial acetic acid (4 ml), concentrated hydrochloric acid (2 ml, 20 mmol) and water (2 ml, 200 mmol) were heated together with stirring at 70° C. for 2 hours. Solvents were removed by evaporation in vacuo and the residue was left to stand at room temperature for 16 hours. Water (40 ml) and t-butylmethyl ether (80 ml) was added and the layers separated. The organic layer was washed with dilute hydrochl... Starting materials: NC(=O)CCl, [K+], [K+], O=C([O-])[O-], CN(C)C=O, O=C1c2ccccc2C(=O)N1O. The product is NC(=O)CON1C(=O)c2ccccc2C1=O. RXN SMILES: [Cl:13][CH2:14][C:15](=[O:16])[NH2:17].[K+:18].[K+:19].[O-:20][C:21]([O-:22])=[O:23].[O:24]=[CH:25][N:26]([CH3:27])[CH3:28].[OH:1][N:2]1[C:3](=[O:12])[c:4]2[cH:5][cH:6][cH:7][cH:8][c:9]2[C:10]1=[O:11]>>[O:1]([N:2]1[C:3](=[O:12])[c:4]2[cH:5][cH:6][cH:7][cH:8][c:9]2[C:10]1=[O:11])[CH2:14][C:15](=[O:16])[NH2:17]. The reactants are C(C)O (ethanol), [BH4-].[Na+] (sodium borohydride), CC1(OB(OC1(C)C)C1=CC=C(OCC(=O)C)C=C1)C (1-[4-(4,4,5,5-tetramethyl-1,3,2-dioxaborolan-2-yl)phenoxy]acetone), Example 4 ( 4a ). Run in O (water). Run at time 30 minute. The product is CC1(OB(OC1(C)C)C1=CC=C(OCC(C)O)C=C1)C (1-[4-(4,4,5,5-Tetramethyl-1,3,2-dioxaborolan-2-yl)phenoxy]propan-2-ol). Isolated yield 90.4%. Reaction SMILES: C(O)C.[CH3:4][C:5]1([CH3:23])[C:9]([CH3:11])([CH3:10])[O:8][B:7]([C:12]2[CH:22]=[CH:21][C:15]([O:16][CH2:17][C:18]([CH3:20])=[O:19])=[CH:14][CH:13]=2)[O:6]1.[BH4-].[Na+]>O>[CH3:11][C:9]1([CH3:10])[C:5]([CH3:4])([CH3:23])[O:6][B:7]([C:12]2[CH:22]=[CH:21][C:15]([O:16][CH2:17][CH:18]([OH:19])[CH3:20])=[CH:14][CH:13]=2)[O:8]1 |f:2.3|. Procedure details: Into ethanol (5.3 mL), 1-[4-(4,4,5,5-tetramethyl-1,3,2-dioxaborolan-2-yl)phenoxy]acetone (530 mg, 1.92 mmol) synthesized in Reference Example 4 (4a) was dissolved, to which sodium borohydride (94 mg, 2.50 mmol) was added at 0° C., followed by stirring at room temperature for 30 minutes. To this reaction liquid, water was added, followed by extraction with dichloromethane. The resulting organic layer was dried over sodium sulfate and filtered, and then concentrated under reduced pressure. The res... The reactants are C1CCOC1, CCOCC, CC(C)(C)N, Cc1ccc(S(=O)(=O)Cl)c(F)c1. Yields the product Cc1ccc(S(=O)(=O)NC(C)(C)C)c(F)c1. Reaction SMILES: [CH2:23]1[O:24][CH2:25][CH2:26][CH2:27]1.[CH3:18][CH2:19][O:20][CH2:21][CH3:22].[CH3:1][C:2]([CH3:3])([CH3:4])[NH2:5].[F:6][c:7]1[c:8]([S:14](=[O:15])(=[O:16])[Cl:17])[cH:9][cH:10][c:11]([CH3:13])[cH:12]1>>[CH3:1][C:2]([CH3:3])([CH3:4])[NH:5][S:14]([c:8]1[c:7]([F:6])[cH:12][c:11]([CH3:13])[cH:10][cH:9]1)(=[O:15])=[O:16]. Starting materials: [BH4-], CC(C)(C)c1ccc(C=O)cc1, NCCc1ccccc1, CO, Cl, [Na+]. The product is CC(C)(C)c1ccc(CNCCc2ccccc2)cc1. As a reaction SMILES: [BH4-:22].[C:1]([CH3:2])([CH3:3])([CH3:4])[c:5]1[cH:6][cH:7][c:8]([CH:9]=[O:10])[cH:11][cH:12]1.[CH2:13]([CH2:14][c:15]1[cH:16][cH:17][cH:18][cH:19][cH:20]1)[NH2:21].[CH3:25][OH:26].[ClH:24].[Na+:23]>>[C:1]([CH3:2])([CH3:3])([CH3:4])[c:5]1[cH:6][cH:7][c:8]([CH2:9][NH:21][CH2:13][CH2:14][c:15]2[cH:16][cH:17][cH:18][cH:19][cH:20]2)[cH:11][cH:12]1.